This data is from the Open Reaction Database (ORD), a public repository of structured organic reaction records. The task is: describe an organic reaction: reactants, conditions, products, and yield The reactants are C(=O)(Cl)Cl (phosgene), C1(CCCCC1)NC=1N=NN(N1)CCCCCCCCCCCC (N-cyclohexyl-2-dodecyl-2H-tetrazol-5-amine), C(C)(C)N(CC)C(C)C (diisopropylethylamine), C(C)(C)N(CC)C(C)C (diisopropylethylamine), FC1=C(N)C=CC(=C1)F (2,4-difluoroaniline). Solvent: C1(=CC=CC=C1)C (toluene). Reaction conditions: temperature 45 celsius. Product: C1(CCCCC1)N(C(=O)NC1=C(C=C(C=C1)F)F)C=1N=NN(N1)CCCCCCCCCCCC (N-Cyclohexyl-N'-(2,4-difluorophenyl)-N-(2-dodecyl-2H-tetrazol-5-yl)-urea). Reaction SMILES: [CH:1]1([NH:7][C:8]2[N:9]=[N:10][N:11]([CH2:13][CH2:14][CH2:15][CH2:16][CH2:17][CH2:18][CH2:19][CH2:20][CH2:21][CH2:22][CH2:23][CH3:24])[N:12]=2)[CH2:6][CH2:5][CH2:4][CH2:3][CH2:2]1.C(N(C(C)C)CC)(C)C.[C:34](Cl)(Cl)=[O:35].[F:38][C:39]1[CH:45]=[C:44]([F:46])[CH:43]=[CH:42][C:40]=1[NH2:41]>C1(C)C=CC=CC=1>[CH:1]1([N:7]([C:8]2[N:9]=[N:10][N:11]([CH2:13][CH2:14][CH2:15][CH2:16][CH2:17][CH2:18][CH2:19][CH2:20][CH2:21][CH2:22][CH2:23][CH3:24])[N:12]=2)[C:34]([NH:41][C:40]2[CH:42]=[CH:43][C:44]([F:46])=[CH:45][C:39]=2[F:38])=[O:35])[CH2:2][CH2:3][CH2:4][CH2:5][CH2:6]1. Reported procedure: To a stirred mixture of N-cyclohexyl-2-dodecyl-2H-tetrazol-5-amine (0.3349 g, 0.0009981 mol) and diisopropylethylamine (1.7 mL, 0. 0098 mol) at room temperature under nitrogen atmosphere was added a 12.5 wt/wt % solution of phosgene in toluene (8 mL). The mixture was heated at 45° C. for 22 hours and allowed to cool. Excess phosgene was removed, and the mixture was rotoevaporated to a sludge. The residue was suspended in anhydrous tetrahydrofuran (25 mL), additional diisopropylethylamine (0.35 m...